Dataset: the Open Reaction Database (ORD), a public repository of structured organic reaction records. Task: describe an organic reaction: reactants, conditions, products, and yield Reactants: ClC1=C(C=C(C(=C1)[N+](=O)[O-])C)Cl (1,2-Dichloro-4-methyl-5-nitrobenzene), [Na] (sodium), COCCO (2-methoxyethanol). Reaction conditions: temperature 100 celsius, time 1 hour. Yields the product ClC1=C(C=C(C(=C1)[N+](=O)[O-])C)OCCOC (1-Chloro-2-(2-methoxyethoxy)-4-methyl-5-nitrobenzene). Isolated yield 63.0%. Reaction SMILES: [Cl:1][C:2]1[CH:7]=[C:6]([N+:8]([O-:10])=[O:9])[C:5]([CH3:11])=[CH:4][C:3]=1Cl.[Na].[CH3:14][O:15][CH2:16][CH2:17][OH:18]>>[Cl:1][C:2]1[CH:7]=[C:6]([N+:8]([O-:10])=[O:9])[C:5]([CH3:11])=[CH:4][C:3]=1[O:18][CH2:17][CH2:16][O:15][CH3:14] |^1:12|. Reported procedure: 1,2-Dichloro-4-methyl-5-nitrobenzene (R.J. De Lang, et al. Tetrahedron (1998), 54(12), 2953-2966.) (860 mg; 4.17 mmol) was added to solution of sodium (115 mg; 5.01 mmol) dissolved in 2-methoxyethanol (15 ml). The brown reaction mixture was stirred at 100° C. for 1 h, poured on brine (50 ml) and extracted with TBME three times. The combined organic phases were evaporated and purified via chromatography (SiO2 acetone/hexanes 1/9) to yield the title compound as orange crystals (640 mg; 63%) Starting materials: CCN=C=O, COCN1c2cc(CNc3cccnc3)ccc2Sc2nccnc21, Cc1ccccc1, [Cl-], [Na+], c1ccncc1. Product: CCNC(=O)N(Cc1ccc2c(c1)N(COC)c1nccnc1S2)c1cccnc1. RXN SMILES: [CH2:32]([CH3:33])[N:34]=[C:35]=[O:36].[CH3:1][O:2][CH2:3][N:4]1[c:5]2[c:6]([n:22][cH:23][cH:24][n:25]2)[S:7][c:8]2[c:9]1[cH:10][c:11]([CH2:14][NH:15][c:16]1[cH:17][n:18][cH:19][cH:20][cH:21]1)[cH:12][cH:13]2.[CH3:39][c:40]1[cH:41][cH:42][cH:43][cH:44][cH:45]1.[Cl-:38].[Na+:37].[cH:26]1[cH:27][cH:28][n:29][cH:30][cH:31]1>>[CH3:1][O:2][CH2:3][N:4]1[c:5]2[c:6]([n:22][cH:23][cH:24][n:25]2)[S:7][c:8]2[c:9]1[cH:10][c:11]([CH2:14][N:15]([c:16]1[cH:17][n:18][cH:19][cH:20][cH:21]1)[C:35]([NH:34][CH2:32][CH3:33])=[O:36])[cH:12][cH:13]2.